This data is from the Open Reaction Database (ORD), a public repository of structured organic reaction records. The task is: describe an organic reaction: reactants, conditions, products, and yield Starting materials: C(C1=CC=CC=C1)SC1=NC=NC2=C1N=C(N=C2N2CCS(CC2)=O)Cl (8-benzylthio-2-chloro-4-(1-oxido-thiomorpholino)-pyrimido[5,4-d]pyrimidine), OCCN (2-hydroxyethyl-amine). Run in O1CCOCC1 (dioxane). The product is C(C1=CC=CC=C1)SC1=NC=NC2=C1N=C(N=C2N2CCS(CC2)=O)NCCO (8-Benzylthio-2-(2-hydroxyethyl-amino)-4-(1-oxido-thiomorpholino)-pyrimido[5,4-d]pyrimidine). Reaction SMILES: [CH2:1]([S:8][C:9]1[C:14]2[N:15]=[C:16](Cl)[N:17]=[C:18]([N:19]3[CH2:24][CH2:23][S:22](=[O:25])[CH2:21][CH2:20]3)[C:13]=2[N:12]=[CH:11][N:10]=1)[C:2]1[CH:7]=[CH:6][CH:5]=[CH:4][CH:3]=1.[OH:27][CH2:28][CH2:29][NH2:30]>O1CCOCC1>[CH2:1]([S:8][C:9]1[C:14]2[N:15]=[C:16]([NH:30][CH2:29][CH2:28][OH:27])[N:17]=[C:18]([N:19]3[CH2:24][CH2:23][S:22](=[O:25])[CH2:21][CH2:20]3)[C:13]=2[N:12]=[CH:11][N:10]=1)[C:2]1[CH:7]=[CH:6][CH:5]=[CH:4][CH:3]=1. Procedure: 20.3 gm (0.05 mol) of 8-benzylthio-2-chloro-4-(1-oxido-thiomorpholino)-pyrimido[5,4-d]pyrimidine (melting point: 188°-190° C.) were refluxed for about 45 minutes with 8 gm (0.13 mol) of 2-hydroxyethyl-amine in 400 ml of dioxane. Most of the solvent was distilled off in vacuo, and the residue was taken up in about 500 ml of water. The reaction product, which precipitated after standing for a little while, was filtered off, washed with water and dried at about 70° C. RXN SMILES: [CH:1]([C:4]1[C:9]([CH2:10][OH:11])=[C:8]([C:12]2[CH:17]=[CH:16][C:15]([CH:18]([CH3:20])[CH3:19])=[CH:14][CH:13]=2)[C:7]([CH:21]=[CH:22][CH2:23][CH2:24][CH3:25])=[C:6]([CH:26]([CH3:28])[CH3:27])[N:5]=1)([CH3:3])[CH3:2]>C(OCC)(=O)C.CCCCCC>[CH:1]([C:4]1[C:9]([CH2:10][OH:11])=[C:8]([C:12]2[CH:13]=[CH:14][C:15]([CH:18]([CH3:19])[CH3:20])=[CH:16][CH:17]=2)[C:7]([CH2:21][CH2:22][CH2:23][CH2:24][CH3:25])=[C:6]([CH:26]([CH3:27])[CH3:28])[N:5]=1)([CH3:3])[CH3:2] |f:1.2|. Run in C(C)(=O)OCC.CCCCCC (ethyl acetate n-hexane). Starting materials: C(C)(C)C1=NC(=C(C(=C1CO)C1=CC=C(C=C1)C(C)C)C=CCCC)C(C)C (2,6-diisopropyl-3-hydroxymethyl-4-(4-isopropylphenyl)-5-(pent-1-enyl)pyridine), C26H39NO. The product is C(C)(C)C1=NC(=C(C(=C1CO)C1=CC=C(C=C1)C(C)C)CCCCC)C(C)C (2,6-Diisopropyl-3-hydroxymethyl-4-(4-isopropylphenyl)-5-pentylpyridine). Procedure: The title compound was prepared from 2,6-diisopropyl-3-hydroxymethyl-4-(4-isopropylphenyl)-5-(pent-1-enyl)pyridine (Example 133) by the procedure described in Example 126. 1H NMR (300 MHz, CDCl 3): δ 0.74 (t, J=7.0 Hz, 3 H), 1.0-1.40 (m, 25 H), 2.25 (m, 2 H), 2.95 (m, 1 H), 3.25 (m, 1 H), 3.40 (m, 1 H), 4.35 (d, J=6.0 Hz, 2 H), 7.1, (d, J=8.5 Hz, 2 H), 7.25 (d, J=8.5 Hz, 2 H). FAB-MS: calculated for C26H39NO 382; found 382 (M+H, 100%). Rf=0.40 (10% ethyl acetate/n-hexane). mp 42-44° C. Reactants: ClCCl, CC(C)(C)OC(=O)COc1cccc(C(=O)c2cnn(-c3ccc(F)cc3)c2N)c1, O=C(O)C(F)(F)F. Product: Nc1c(C(=O)c2cccc(OCC(=O)O)c2)cnn1-c1ccc(F)cc1. Reaction SMILES: [CH2:38]([Cl:39])[Cl:40].[NH2:1][c:2]1[c:3]([C:14]([c:15]2[cH:16][c:17]([O:21][CH2:22][C:23](=[O:24])[O:25][C:26]([CH3:27])([CH3:28])[CH3:29])[cH:18][cH:19][cH:20]2)=[O:30])[cH:4][n:5][n:6]1-[c:7]1[cH:8][cH:9][c:10]([F:13])[cH:11][cH:12]1.[OH:31][C:32]([C:33]([F:34])([F:35])[F:36])=[O:37]>>[NH2:1][c:2]1[c:3]([C:14]([c:15]2[cH:16][c:17]([O:21][CH2:22][C:23](=[O:24])[OH:25])[cH:18][cH:19][cH:20]2)=[O:30])[cH:4][n:5][n:6]1-[c:7]1[cH:8][cH:9][c:10]([F:13])[cH:11][cH:12]1. The reactants are C(CO)O (Ethylene glycol), C1(=CC=C(C=C1)S(=O)(=O)O)C (p-toluenesulfonic acid), BrC1=C(C=C(C=C1)F)C(C)=O (1-(2-bromo-5-fluorophenyl)ethanone), C(=O)(O)[O-].[Na+] (NaHCO3). The solvent is C1=CC=CC=C1 (benzene), O (H2O). Product: BrC1=C(C=C(C=C1)F)C1(OCCO1)C (2-(2-bromo-5-fluorophenyl)-2-methyl-1,3-dioxolane). Isolated yield 60.2%. As a reaction SMILES: [CH2:1]([OH:4])[CH2:2][OH:3].C1(C)C=CC(S(O)(=O)=O)=CC=1.[Br:16][C:17]1[CH:22]=[CH:21][C:20]([F:23])=[CH:19][C:18]=1[C:24](=O)[CH3:25].C([O-])(O)=O.[Na+]>C1C=CC=CC=1.O>[Br:16][C:17]1[CH:22]=[CH:21][C:20]([F:23])=[CH:19][C:18]=1[C:24]1([CH3:25])[O:4][CH2:1][CH2:2][O:3]1 |f:3.4|. Procedure details: Ethylene glycol (25.6 mL, 458 mmol) and p-toluenesulfonic acid (4.36 g, 22.9 g) were added to a solution of 1-(2-bromo-5-fluorophenyl)ethanone (10.5 g, 45.8 mmol) stirring in benzene (250 mL). The reaction mixture was equipped with a Dean Stark trap containing 4.0 angstrom molecular sieves and refluxed for 16 h. The reaction was transferred to a separatory funnel containing a 1:1 mixture of H2O and sat. NaHCO3 (aq) and extracted with EtOAc (3×100 mL). The combined organics were washed with H2O, ... Starting materials: COC1=C(C2=C[N+]3=C(C=C2C=C1)C4=CC5=C(C=C4CC3)OCO5)OC.[Cl-] (berberine hydrochloride), [BH4-].[Na+] (sodium borohydride), C(Cl)Cl.C(C)(=O)OCC.CO (DCM ethyl acetate methanol), [BH4-].[Na+] (sodium borohydride). Solvent: N1=CC=CC=C1 (pyridine). Run at time 30 minute. The product is COC=1C=CC2=C(C1OC)CN3CCC=4C=C5C(=CC4C3=C2)OCO5 (Dihydroberberine). The yield is 84.8%. As a reaction SMILES: [CH3:1][O:2][C:3]1[CH:12]=[CH:11][C:10]2[C:5](=[CH:6][N+:7]3[CH2:20][CH2:19][C:18]4[C:13](=[CH:14][C:15]5[O:23][CH2:22][O:21][C:16]=5[CH:17]=4)[C:8]=3[CH:9]=2)[C:4]=1[O:24][CH3:25].[Cl-].[BH4-].[Na+].C(Cl)Cl.C(OCC)(=O)C.CO>N1C=CC=CC=1>[CH3:1][O:2][C:3]1[CH:12]=[CH:11][C:10]2[CH:9]=[C:8]3[N:7]([CH2:20][CH2:19][C:18]4[CH:17]=[C:16]5[O:21][CH2:22][O:23][C:15]5=[CH:14][C:13]=43)[CH2:6][C:5]=2[C:4]=1[O:24][CH3:25] |f:0.1,2.3,4.5.6|. Reported procedure: To a solution of berberine hydrochloride (3,718 g, 10 mmol) in pyridine (30 mL) was added portionwise sodium borohydride (450 mg, 12 mmol) and the mixture was stirred at room temperature for 30 min. More sodium borohydride (380 mg, 10 mmol) was added and stirring was continued for 1 h. The reduction was monitored by TLC (DCM-ethyl acetate-methanol 4:4:2). The mixture was poured onto ice water. The precipitate was filtered, the residue washed with water and then dried under vacuum over calcium ch... Starting materials: C(C1=CC=CC=C1)OC(CCCOC([C@@H](NC(=O)OC(C)(C)C)C(C)C)=O)=O (4-(N-Boc-L-valyloxy)butyric acid benzyl ester). The reagents and catalysts are [Pd] (palladium black). Solvent: C(C)(=O)OCC.CO (ethyl acetate methanol). Reaction conditions: time 2 hour. Product: C(=O)(OC(C)(C)C)N[C@@H](C(C)C)C(=O)OCCCC(=O)O (4-(N-Boc-L-valyloxy)butyric acid). Reaction SMILES: C([O:8][C:9](=[O:28])[CH2:10][CH2:11][CH2:12][O:13][C:14](=[O:27])[C@H:15]([CH:24]([CH3:26])[CH3:25])[NH:16][C:17]([O:19][C:20]([CH3:23])([CH3:22])[CH3:21])=[O:18])C1C=CC=CC=1>C(OCC)(=O)C.CO.[Pd]>[C:17]([NH:16][C@H:15]([C:14]([O:13][CH2:12][CH2:11][CH2:10][C:9]([OH:28])=[O:8])=[O:27])[CH:24]([CH3:26])[CH3:25])([O:19][C:20]([CH3:23])([CH3:22])[CH3:21])=[O:18] |f:1.2|. Procedure details: To a solution of 4-(N-Boc-L-valyloxy)butyric acid benzyl ester (1.2 g, 3 mmole) in ethyl acetate/methanol (5 ml/5 ml) was added palladium black (20 mg). The reaction mixture was kept under hydrogen at atmospheric pressure for 2 hr. The suspension was filtered through Celite and dried, giving the title product, 840 mg. Reactants: BrC=1C(N(C(=CC1OCC1=C(C=C(C=C1)F)F)C)C1=C(C=CC=C1F)F)=O (3-Bromo-4-[(2,4-difluorobenzyl)oxy]-1-(2,6-difluorophenyl)-6-methylpyridin-2(1H)-one), IN1C(CCC1=O)=O (N-iodosuccinimide), ClC(C(=O)O)Cl (dichloroacetic acid). Run in ClC(C)Cl (dichloroethane). Yields the product BrC=1C(N(C(=C(C1OCC1=C(C=C(C=C1)F)F)I)C)C1=C(C=CC=C1F)F)=O (3-Bromo-4-[(2,4-difluorobenzyl)oxy]-1-(2,6-difluorophenyl)-5-iodo-6-methylpyridin-2(1H)-one). The yield is 32.4%. As a reaction SMILES: [Br:1][C:2]1[C:3](=[O:27])[N:4]([C:19]2[C:24]([F:25])=[CH:23][CH:22]=[CH:21][C:20]=2[F:26])[C:5]([CH3:18])=[CH:6][C:7]=1[O:8][CH2:9][C:10]1[CH:15]=[CH:14][C:13]([F:16])=[CH:12][C:11]=1[F:17].[I:28]N1C(=O)CCC1=O.ClC(Cl)C(O)=O>ClC(Cl)C>[Br:1][C:2]1[C:3](=[O:27])[N:4]([C:19]2[C:24]([F:25])=[CH:23][CH:22]=[CH:21][C:20]=2[F:26])[C:5]([CH3:18])=[C:6]([I:28])[C:7]=1[O:8][CH2:9][C:10]1[CH:15]=[CH:14][C:13]([F:16])=[CH:12][C:11]=1[F:17]. Procedure: A solution of 3-Bromo-4-[(2,4-difluorobenzyl)oxy]-1-(2,6-difluorophenyl)-6-methylpyridin-2(1H)-one (0.3 g, 0.00068 mol) and N-iodosuccinimide (0.22 g, 0.00098 mol) in dichloroethane, containing dichloroacetic acid (0.1 mL) was heated to reflux for 6 h under argon atmosphere. After the removal of the solvents under reduced pressure, the residue was partitioned between, dichloromethane (20 mL) and 5% sod. sulphite (10 mL). The organic phase was washed with water, dried (Na2SO4), and concentrated u... Starting materials: Cc1cccc(N2CCNCC2)c1C, CCN(C(C)C)C(C)C, O=CCCc1cc(-c2ccc(Cl)cc2)n(-c2ccccc2)n1. Product: Cc1cccc(N2CCN(CCCc3cc(-c4ccc(Cl)cc4)n(-c4ccccc4)n3)CC2)c1C. RXN SMILES: [CH3:23][c:24]1[c:25]([N:31]2[CH2:32][CH2:33][NH:34][CH2:35][CH2:36]2)[cH:26][cH:27][cH:28][c:29]1[CH3:30].[CH:37]([N:38]([CH2:39][CH3:40])[CH:41]([CH3:42])[CH3:43])([CH3:44])[CH3:45].[Cl:1][c:2]1[cH:3][cH:4][c:5](-[c:8]2[cH:9][c:10]([CH2:19][CH2:20][CH:21]=[O:22])[n:11][n:12]2-[c:13]2[cH:14][cH:15][cH:16][cH:17][cH:18]2)[cH:6][cH:7]1>>[Cl:1][c:2]1[cH:3][cH:4][c:5](-[c:8]2[cH:9][c:10]([CH2:19][CH2:20][CH2:21][N:34]3[CH2:33][CH2:32][N:31]([c:25]4[c:24]([CH3:23])[c:29]([CH3:30])[cH:28][cH:27][cH:26]4)[CH2:36][CH2:35]3)[n:11][n:12]2-[c:13]2[cH:14][cH:15][cH:16][cH:17][cH:18]2)[cH:6][cH:7]1. The reactants are NCC1Cc2ccccc2C1, CCN(C(C)C)C(C)C, CCN=C=NCCCN(C)C, CCOC(=O)C1CCOc2cc(Oc3ccc(C(=O)O)cc3)c(Cl)cc21, ClCCl, Cl, Cl, On1nnc2cccnc21. The product is CCOC(=O)C1CCOc2cc(Oc3ccc(C(=O)NCC4Cc5ccccc5C4)cc3)c(Cl)cc21. RXN SMILES: [CH2:28]1[CH:29]([CH2:37][NH2:38])[CH2:30][c:31]2[cH:32][cH:33][cH:34][cH:35][c:36]21.[CH2:39]([N:40]([CH:41]([CH3:42])[CH3:43])[CH:44]([CH3:45])[CH3:46])[CH3:47].[CH3:49][N:50]([CH3:51])[CH2:52][CH2:53][CH2:54][N:55]=[C:56]=[N:57][CH2:58][CH3:59].[Cl:1][c:2]1[cH:3][c:4]2[c:9]([cH:10][c:11]1[O:12][c:13]1[cH:14][cH:15][c:16]([C:17](=[O:18])[OH:19])[cH:20][cH:21]1)[O:8][CH2:7][CH2:6][CH:5]2[C:22](=[O:23])[O:24][CH2:25][CH3:26].[Cl:70][CH2:71][Cl:72].[ClH:27].[ClH:48].[OH:60][n:61]1[c:62]2[n:63][cH:64][cH:65][cH:66][c:67]2[n:68][n:69]1>>[Cl:1][c:2]1[cH:3][c:4]2[c:9]([cH:10][c:11]1[O:12][c:13]1[cH:14][cH:15][c:16]([C:17](=[O:19])[NH:38][CH2:37][CH:29]3[CH2:28][c:36]4[c:31]([cH:32][cH:33][cH:34][cH:35]4)[CH2:30]3)[cH:20][cH:21]1)[O:8][CH2:7][CH2:6][CH:5]2[C:22](=[O:23])[O:24][CH2:25][CH3:26].